Dataset: the Open Reaction Database (ORD), a public repository of structured organic reaction records. Task: describe an organic reaction: reactants, conditions, products, and yield The reactants are Cl[Sn]Cl (SnCl2), [H-].[Na+] (NaH), [OH-].[Na+] (NaOH), C(C)OP(OCC)(=O)CC1=CC(=CC=C1)[N+](=O)[O-] ((3-nitro-benzyl)-phosphonic acid diethyl ester), ClC1=CC=CC=2C(C3=C(CCC21)C=CC=C3)=O (1-chloro-10,11-dihydro-dibenzo[a,d]cyclohepten-5-one). The solvent is CS(=O)C (DMSO), C(C)(=O)OCC (ethyl acetate), O (H2O), C(C)O (ethanol), O (H2O), C(C)OCC (diethyl ether), CS(=O)C (DMSO). The product is ClC1=CC=CC=2C(C3=C(C=CC21)C=CC=C3)=CC=3C=C(C=CC3)N (3-(1-Chloro-dibenzo[a,d]cyclohepten-5-ylidenemethyl)-phenylamine). Yield: 10.3%. Reaction SMILES: [H-].[Na+].C(OP([CH2:11][C:12]1[CH:17]=[CH:16][CH:15]=[C:14]([N+:18]([O-])=O)[CH:13]=1)(=O)OCC)C.[Cl:21][C:22]1[C:32]2[CH2:31][CH2:30][C:29]3[CH:33]=[CH:34][CH:35]=[CH:36][C:28]=3[C:27](=O)[C:26]=2[CH:25]=[CH:24][CH:23]=1.Cl[Sn]Cl.[OH-].[Na+]>CS(C)=O.C(O)C.C(OCC)C.O.C(OCC)(=O)C>[Cl:21][C:22]1[C:32]2[CH:31]=[CH:30][C:29]3[CH:33]=[CH:34][CH:35]=[CH:36][C:28]=3[C:27](=[CH:11][C:12]3[CH:13]=[C:14]([NH2:18])[CH:15]=[CH:16][CH:17]=3)[C:26]=2[CH:25]=[CH:24][CH:23]=1 |f:0.1,5.6|. Reported procedure: Heat a suspension of NaH (60% suspension in mineral oil, 49 mg, 1.2 mmol) in DMSO (6 mL) to 80° C. under N2 until evolution of H2 stops. Dissolve (3-nitro-benzyl)-phosphonic acid diethyl ester (prepared according to procedures as described in Okamoto et. al., Bull. Chem. Soc. Jpn. (1987), 60(1), 277-82) (338 mg, 1.2 mmol) in DMSO (1 mL) and add to reaction mixture. Add 1-chloro-10,11-dihydro-dibenzo[a,d]cyclohepten-5-one (prepared according to procedures as described in Humber et al., J. Med. Ch... The reactants are C1(CCCC1)N1C2=C(C3=C1N=C(N=C3)NC3=NC=C(C=C3)N3CCN(CC3)CCO[Si](C)(C)C(C)(C)C)C=CN=C2F (9-Cyclopentyl-N-(5-(4-(2-(((1,1-dimethylethyl)(dimethyl)silyl)oxy)ethyl)-1-piperazinyl)-2-pyridinyl)-8-fluoro-9H-pyrido[4′,3′:4,5]pyrrolo[2,3-d]pyrimidin-2-amine), [F-].C(CCC)[N+](CCCC)(CCCC)CCCC (tetrabutylammonium fluoride), [OH-].[Na+] (NaOH), O (water). As a reaction SMILES: [CH:1]1([N:6]2[C:10]3[N:11]=[C:12]([NH:15][C:16]4[CH:21]=[CH:20][C:19]([N:22]5[CH2:27][CH2:26][N:25]([CH2:28][CH2:29][O:30][Si](C(C)(C)C)(C)C)[CH2:24][CH2:23]5)=[CH:18][N:17]=4)[N:13]=[CH:14][C:9]=3[C:8]3[CH:38]=[CH:39][N:40]=[C:41]([F:42])[C:7]2=3)[CH2:5][CH2:4][CH2:3][CH2:2]1.[F-].C([N+](CCCC)(CCCC)CCCC)CCC.O.[OH-].[Na+]>C1COCC1>[CH:1]1([N:6]2[C:10]3[N:11]=[C:12]([NH:15][C:16]4[N:17]=[CH:18][C:19]([N:22]5[CH2:27][CH2:26][N:25]([CH2:28][CH2:29][OH:30])[CH2:24][CH2:23]5)=[CH:20][CH:21]=4)[N:13]=[CH:14][C:9]=3[C:8]3[CH:38]=[CH:39][N:40]=[C:41]([F:42])[C:7]2=3)[CH2:2][CH2:3][CH2:4][CH2:5]1 |f:1.2,4.5|. Conditions: time 1 hour. The product is C1(CCCC1)N1C2=C(C3=C1N=C(N=C3)NC3=CC=C(C=N3)N3CCN(CC3)CCO)C=CN=C2F (2-(4-(6-((9-Cyclopentyl-8-fluoro-9H-pyrido[4′,3′:4,5]pyrrolo[2,3-d]pyrimidin-2-yl)amino)-3-pyridinyl)-1-piperazinyl)ethanol). Procedure: To compound 248 (0.115 g, 0.19 mmol) in THF (1.0 mL) was added tetrabutylammonium fluoride, 1.0 M in THF (0.49 mL, 0.49 mmol). The reaction was stirred at room temperature. After 1 h, the reaction contents were poured into water. The aqueous layer was brought to pH 12 with 5 N NaOH and extracted with 10% methanol in dichloromethane (3×25 mL). The combined organics were dried with Na2SO4 and concentrated in vacuo. Silica gel chromatography (gradient elution 3 to 7.5% 2M methanolic NH3 in DCM) aff... The yield is 77.3%. Run in C1CCOC1 (THF), C1CCOC1 (THF). The reactants are C1(=CC=CC=C1)P(C1=CC=CC=C1)C1=CC=CC=C1 (triphenylphosphine), C(#N)C1(CC1)NC([C@@H](N[C@H](C(F)(F)F)C1=CC=C(C=C1)B1OC(C(O1)(C)C)(C)C)CC(C)(C)F)=O (N1-(1-cyanocyclopropyl)-4-fluoro-N2-{(1S)-2,2,2-trifluoro-1-[4-(4,4,5,5-tetramethyl-1,3,2-dioxaborolan-2-yl)phenyl]ethyl}-L-leucinamide), ice, C([O-])(O)=O.[Na+] (sodium bicarbonate), ClC1=CC=C(C=N1)C1(CC1)C(=O)N (1-(6-chloropyridin-3-yl)cyclopropanecarboxamide), C(=O)([O-])[O-].[Na+].[Na+] (Na2CO3). The reagents and catalysts are C(C)(=O)[O-].[Pd+2].C(C)(=O)[O-] (palladium acetate). Run in CN(C)C=O.C(CC)O (DMF 1-propanol). Run at temperature 80 celsius, time 30 minute. Product: NC(=O)C1(CC1)C=1C=CC(=NC1)C1=CC=C(C=C1)[C@@H](C(F)(F)F)N[C@@H](CC(C)(C)F)C(=O)NC1(CC1)C#N (N2-[(1S)-1-(4-{5-[1-(aminocarbonyl)cyclopropyl]pyridin-2-yl}phenyl)-2,2,2-trifluoroethyl]-N1-(1-cyanocyclopropyl)-4-fluoro-L-leucinamide). Reaction SMILES: [C:1]([C:3]1([NH:6][C:7](=[O:35])[C@H:8]([CH2:30][C:31]([F:34])([CH3:33])[CH3:32])[NH:9][C@@H:10]([C:15]2[CH:20]=[CH:19][C:18](B3OC(C)(C)C(C)(C)O3)=[CH:17][CH:16]=2)[C:11]([F:14])([F:13])[F:12])[CH2:5][CH2:4]1)#[N:2].Cl[C:37]1[N:42]=[CH:41][C:40]([C:43]2([C:46]([NH2:48])=[O:47])[CH2:45][CH2:44]2)=[CH:39][CH:38]=1.C([O-])([O-])=O.[Na+].[Na+].C1(P(C2C=CC=CC=2)C2C=CC=CC=2)C=CC=CC=1.C(=O)(O)[O-].[Na+]>C([O-])(=O)C.[Pd+2].C([O-])(=O)C.CN(C=O)C.C(O)CC>[NH2:48][C:46]([C:43]1([C:40]2[CH:39]=[CH:38][C:37]([C:18]3[CH:17]=[CH:16][C:15]([C@H:10]([NH:9][C@H:8]([C:7]([NH:6][C:3]4([C:1]#[N:2])[CH2:4][CH2:5]4)=[O:35])[CH2:30][C:31]([F:34])([CH3:33])[CH3:32])[C:11]([F:13])([F:12])[F:14])=[CH:20][CH:19]=3)=[N:42][CH:41]=2)[CH2:45][CH2:44]1)=[O:47] |f:2.3.4,6.7,8.9.10,11.12|. Procedure details: A stream of nitrogen was passed through a solution of DMF/1-propanol (1 mL, 4 mL respectively), N1-(1-cyanocyclopropyl)-4-fluoro-N2-{(1S)-2,2,2-trifluoro-1-[4-(4,4,5,5-tetramethyl-1,3,2-dioxaborolan-2-yl)phenyl]ethyl}-L-leucinamide from Example 1, Step 15, (150 mg), 1-(6-chloropyridin-3-yl)cyclopropanecarboxamide from Step 5 (74 mg) and 2 M Na2CO3 (400 μL) for 15 minutes followed by the addition of palladium acetate (II), complex (4:1) with triphenylphosphine (16 mg). The mixture was warmed to 8... Starting materials: O=C(OCCBr)c1ccccc1, CCCCCCCCCCCCCCCCCCN(C)C, CC#N. Product: [Br-], CCCCCCCCCCCCCCCCCC[N+](C)(C)CCOC(=O)c1ccccc1. As a reaction SMILES: [C:1]([c:2]1[cH:3][cH:4][cH:5][cH:6][cH:7]1)(=[O:8])[O:9][CH2:10][CH2:11][Br:12].[CH3:13][N:14]([CH3:15])[CH2:16][CH2:17][CH2:18][CH2:19][CH2:20][CH2:21][CH2:22][CH2:23][CH2:24][CH2:25][CH2:26][CH2:27][CH2:28][CH2:29][CH2:30][CH2:31][CH2:32][CH3:33].[CH3:34][C:35]#[N:36]>>[Br-:12].[C:1]([c:2]1[cH:3][cH:4][cH:5][cH:6][cH:7]1)(=[O:8])[O:9][CH2:10][CH2:11][N+:14]([CH3:13])([CH3:15])[CH2:16][CH2:17][CH2:18][CH2:19][CH2:20][CH2:21][CH2:22][CH2:23][CH2:24][CH2:25][CH2:26][CH2:27][CH2:28][CH2:29][CH2:30][CH2:31][CH2:32][CH3:33].